describe an organic reaction: reactants, conditions, products, and yield From a dataset of the Open Reaction Database (ORD), a public repository of structured organic reaction records. Starting materials: CC(=O)O[BH-](OC(C)=O)OC(C)=O, Cn1ccnc1C(=O)O, CC(=O)O, CC(Cl)Cl, Nc1ncnc2c1c(-c1ccc(Oc3ccccc3)cc1)nn2C1CNC1, [Na+]. Yields the product Cn1ccnc1CN1CC(n2nc(-c3ccc(Oc4ccccc4)cc3)c3c(N)ncnc32)C1. Reaction SMILES: [C:41]([O:42][BH-:43]([O:44][C:45](=[O:46])[CH3:47])[O:48][C:49](=[O:50])[CH3:51])(=[O:52])[CH3:53].[CH3:28][n:29]1[c:30]([C:34]([OH:35])=[O:36])[n:31][cH:32][cH:33]1.[CH3:37][C:38](=[O:39])[OH:40].[Cl:55][CH:56]([Cl:57])[CH3:58].[NH:1]1[CH2:2][CH:3]([n:5]2[n:6][c:7](-[c:15]3[cH:16][cH:17][c:18]([O:21][c:22]4[cH:23][cH:24][cH:25][cH:26][cH:27]4)[cH:19][cH:20]3)[c:8]3[c:9]2[n:10][cH:11][n:12][c:13]3[NH2:14])[CH2:4]1.[Na+:54]>>[N:1]1([CH2:34][c:30]2[n:29]([CH3:28])[cH:33][cH:32][n:31]2)[CH2:2][CH:3]([n:5]2[n:6][c:7](-[c:15]3[cH:16][cH:17][c:18]([O:21][c:22]4[cH:23][cH:24][cH:25][cH:26][cH:27]4)[cH:19][cH:20]3)[c:8]3[c:9]2[n:10][cH:11][n:12][c:13]3[NH2:14])[CH2:4]1. Reactants: ClC=1C2=C(N=CN1)C=CC(=N2)C2=CC=C(C=C2)F (4-chloro-6-(4-fluorophenyl)-pyrido[3,2-d]pyrimidine), ClC=1C=CC=2N=C(N=C(C2N1)N1N=CN=C1)N (6-chloro-4-[1,2,4]triazol-1-yl-pyrido[3,2-d]pyrimidin-2-yl-amine). The product is FC1=CC=C(C=C1)C=1C=CC=2N=CN=C(C2N1)CCC (6-(4-fluorophenyl)-4-n-propyl-pyrido[3,2-d]pyrimidine). RXN SMILES: Cl[C:2]1[C:3]2[N:11]=[C:10]([C:12]3[CH:17]=[CH:16][C:15]([F:18])=[CH:14][CH:13]=3)[CH:9]=[CH:8][C:4]=2[N:5]=[CH:6][N:7]=1.Cl[C:20]1[CH:21]=[CH:22]C2N=C(N)N=C(N3C=NC=N3)C=2N=1>>[F:18][C:15]1[CH:16]=[CH:17][C:12]([C:10]2[CH:9]=[CH:8][C:4]3[N:5]=[CH:6][N:7]=[C:2]([CH2:20][CH2:21][CH3:22])[C:3]=3[N:11]=2)=[CH:13][CH:14]=1. Procedure: The procedure of example 2 was repeated, except for the use of 4-chloro-6-(4-fluorophenyl)-pyrido[3,2-d]pyrimidine (the synthesis of which has been disclosed in WO2006/135993) instead of 6-chloro-4-[1,2,4]triazol-1-yl-pyrido[3,2-d]pyrimidin-2-yl-amine as a starting material. The resulting compound was characterised by its mass spectrum as follows: MS (m/z) 268.0 [M+H]+; HPLC Rt=5.13 minutes (Method A). Starting materials: C(C)OC(=O)C1(CCC1)C#N (1-cyano-1-cyclobutanecarboxylic acid ethyl ester), [OH-].[Na+] (NaOH). Run in CO (methanol). The product is C(#N)C1(CCC1)C(=O)O (1-Cyano-1-cyclobutanecarboxylic acid). As a reaction SMILES: C([O:3][C:4]([C:6]1([C:10]#[N:11])[CH2:9][CH2:8][CH2:7]1)=[O:5])C.[OH-].[Na+]>CO>[C:10]([C:6]1([C:4]([OH:5])=[O:3])[CH2:9][CH2:8][CH2:7]1)#[N:11] |f:1.2|. Reported procedure: 20 g (0.131 mol) of 1-cyano-1-cyclobutanecarboxylic acid ethyl ester are dissolved in 60 ml of methanol and saponified with 40 ml of 4 N NaOH for about 12 hours at 23° C. Starting materials: BrC1=C(N(N=C1C1=CC=C(C=C1)C(F)(F)F)C)CO ([4-bromo-2-methyl-5-(4-trifluoromethyl-phenyl)-2H-pyrazol-3-yl]-methanol), CN(C(=O)N=NC(=O)N(C)C)C (N,N,N′,N′-tetramethyl azodicarboxamide), C(CCC)P(CCCC)CCCC (tributylphosphine), C(C)OC(CN1C=CC2=CC=C(C=C12)O)=O ((6-hydroxy-indol-1-yl)-acetic acid ethyl ester). The product is C(C)OC(CN1C=CC2=CC=C(C=C12)OCC=1N(N=C(C1Br)C1=CC=C(C=C1)C(F)(F)F)C)=O ({6-[4-bromo-2-methyl-5-(4-trifluoromethyl-phenyl)-2H-pyrazol-3-ylmethoxy]-indol-1-yl}-acetic acid ethyl ester). Reaction SMILES: [CH2:1]([O:3][C:4](=[O:16])[CH2:5][N:6]1[C:14]2[C:9](=[CH:10][CH:11]=[C:12]([OH:15])[CH:13]=2)[CH:8]=[CH:7]1)[CH3:2].[Br:17][C:18]1[C:22]([C:23]2[CH:28]=[CH:27][C:26]([C:29]([F:32])([F:31])[F:30])=[CH:25][CH:24]=2)=[N:21][N:20]([CH3:33])[C:19]=1[CH2:34]O.CN(C)C(N=NC(N(C)C)=O)=O.C(P(CCCC)CCCC)CCC>>[CH2:1]([O:3][C:4](=[O:16])[CH2:5][N:6]1[C:14]2[C:9](=[CH:10][CH:11]=[C:12]([O:15][CH2:34][C:19]3[N:20]([CH3:33])[N:21]=[C:22]([C:23]4[CH:24]=[CH:25][C:26]([C:29]([F:31])([F:30])[F:32])=[CH:27][CH:28]=4)[C:18]=3[Br:17])[CH:13]=2)[CH:8]=[CH:7]1)[CH3:2]. Procedure: In analogy to the procedure described for example 3 c], (6-hydroxy-indol-1-yl)-acetic acid ethyl ester (example 2 e]) was reacted with [4-bromo-2-methyl-5-(4-trifluoromethyl-phenyl)-2H-pyrazol-3-yl]-methanol in the presence of N,N,N′,N′-tetramethyl azodicarboxamide and tributylphosphine to give {6-[4-bromo-2-methyl-5-(4-trifluoromethyl-phenyl)-2H-pyrazol-3-ylmethoxy]-indol-1-yl}-acetic acid ethyl ester as colorless crystals. Starting materials: C(=O)NC=1SC(=C(N1)C(C(=O)NC1[C@@H]2N(C(=C(CS2)COC(NC(C(Cl)(Cl)Cl)=O)=O)C(=O)O)C1=O)=NOC)Br (7-[2-(2-Formamido-5-bromothiazol-4-yl)-2-methoxyiminoacetamido]-3-trichloroacetylcarbamoyloxymethyl-3-cephem-4-carboxylic acid), C([O-])(O)=O.[Na+] (sodium bicarbonate), C([O-])(O)=O.[Na+] (sodium bicarbonate). Run in CO (Methanol). Run at time 2.5 hour. The product is C(=O)NC=1SC(=C(N1)C(C(=O)NC1[C@@H]2N(C(=C(CS2)COC(N)=O)C(=O)O)C1=O)=NOC)Br (7-[2-(2-formamido-5-bromothiazol-4-yl)-2-methoxyiminoacetamido]-3-carbamoyloxymethyl-3-cephem-4-carboxylic acid). Yield: 62.9%. RXN SMILES: [CH:1]([NH:3][C:4]1[S:5][C:6]([Br:39])=[C:7]([C:9](=[N:36][O:37][CH3:38])[C:10]([NH:12][CH:13]2[C:34](=[O:35])[N:15]3[C:16]([C:31]([OH:33])=[O:32])=[C:17]([CH2:20][O:21][C:22](=[O:30])[NH:23]C(=O)C(Cl)(Cl)Cl)[CH2:18][S:19][C@H:14]23)=[O:11])[N:8]=1)=[O:2].C(=O)(O)[O-].[Na+]>CO>[CH:1]([NH:3][C:4]1[S:5][C:6]([Br:39])=[C:7]([C:9](=[N:36][O:37][CH3:38])[C:10]([NH:12][CH:13]2[C:34](=[O:35])[N:15]3[C:16]([C:31]([OH:33])=[O:32])=[C:17]([CH2:20][O:21][C:22](=[O:30])[NH2:23])[CH2:18][S:19][C@H:14]23)=[O:11])[N:8]=1)=[O:2] |f:1.2|. Reported procedure: 7-[2-(2-Formamido-5-bromothiazol-4-yl)-2-methoxyiminoacetamido]-3-trichloroacetylcarbamoyloxymethyl-3-cephem-4-carboxylic acid (syn isomer, 1.9 g.) was added to an aqueous solution (80 ml.) of sodium bicarbonate (225 mg.), and adjusted to pH 7.0 with saturated aqueous sodium bicarbonate. Methanol (4 ml.) was added to the solution and stirred at room temperature for 2.5 hrs. The reaction mixture was adjusted to pH 7.5 and washed with ethyl acetate. The aqueous solution was adjusted to pH 2.0 with... The reactants are BrC=1N([C@H]2C[C@H](O)[C@@H](CO)O2)C=2N=C(NC(C2N1)=O)N (8-bromo-2'-deoxyguanosine), [C-]#N.[Na+] (sodium cyanide), nucleoside. Reagents/catalysts: [Pd].[H][H] (Pd hydrogen). Solvent: CN(C)C=O (DMF). The product is NCC=1N([C@H]2C[C@H](O)[C@@H](CO)O2)C=2N=C(NC(C2N1)=O)N (8-aminomethyl-2'-deoxyguanosine). Reaction SMILES: Br[C:2]1[N:3]([C:12]2[N:13]=[C:14]([NH2:20])[NH:15][C:16](=[O:19])[C:17]=2[N:18]=1)[C@@H:4]1[O:11][C@H:8]([CH2:9][OH:10])[C@@H:6]([OH:7])[CH2:5]1.[C-:21]#[N:22].[Na+]>CN(C=O)C.[Pd].[H][H]>[NH2:22][CH2:21][C:2]1[N:3]([C:12]2[N:13]=[C:14]([NH2:20])[NH:15][C:16](=[O:19])[C:17]=2[N:18]=1)[C@@H:4]1[O:11][C@H:8]([CH2:9][OH:10])[C@@H:6]([OH:7])[CH2:5]1 |f:1.2,4.5|. Procedure: 8-bromo-2'-deoxyguanosine is reacted with sodium cyanide in DMF. The resulting 8-position modified nucleoside is then reduced with Pd-hydrogen to give 8-aminomethyl-2'-deoxyguanosine This compound is then condensed with N-Fmoc-aminocaproic acid-pentafluorophenyl ester. This introduces a --CH2 --NH--CO--(CH2)5 --NH-Fmoc functionality at the 8-position of guanosine Further treatment with (CH3)3SiCl, isobutyric anhydride and NH4OH yielded N2 -isobutyryl protected 8-position functionalized guanosine... Reactants: C[Si](C)(C)C1=C(C(N(C(N1)=O)[Si](C)(C)C)=O)F (Bis(trimethylsilyl)5-fluorouracil), FC=1C(NC(NC1)=O)=O (5-fluorouracil), C(C)OC1=C(C=CC=C1)C1OCCO1 (2-(2-ethoxyphenyl)-1,3-dioxolan), C(C)OC1=C(C=O)C=CC=C1 (2-ethoxybenzaldehyde). The solvent is C(CO)O (ethylene glycol), ClCCl (dichloromethane). Yields the product C(C)(=O)OCCOC(C1=C(C=CC=C1)OCC)N1C(=O)NC(=O)C(=C1)F (1-[α-(2-acetoxyethoxy)-2-ethoxybenzyl]-5-fluorouracil). Reaction SMILES: C[Si]([C:5]1[NH:10][C:9](=[O:11])[N:8]([Si](C)(C)C)[C:7](=[O:16])[C:6]=1[F:17])(C)C.F[C:19]1[C:20](=[O:26])NC(=O)NC=1.[CH2:27]([O:29][C:30]1[CH:35]=[CH:34][CH:33]=[CH:32][C:31]=1[CH:36]1[O:40][CH2:39][CH2:38][O:37]1)[CH3:28].C(OC1C=CC=CC=1C=O)C>ClCCl.C(O)CO>[C:20]([O:37][CH2:38][CH2:39][O:40][CH:36]([N:10]1[CH:5]=[C:6]([F:17])[C:7](=[O:16])[NH:8][C:9]1=[O:11])[C:31]1[CH:32]=[CH:33][CH:34]=[CH:35][C:30]=1[O:29][CH2:27][CH3:28])(=[O:26])[CH3:19]. Procedure details: Bis(trimethylsilyl)5-fluorouracil prepared as in Example 1 from 5-fluorouracil (10 g), and 2-(2-ethoxyphenyl)-1,3-dioxolan (15 g) prepared from 2-ethoxybenzaldehyde and ethylene glycol were dissolved in dichloromethane (50 ml). The mixture was treated and acetylated as in Example 10 to give 6.2 g of crystalline 1-[α-(2-acetoxyethoxy)-2-ethoxybenzyl]-5-fluorouracil.